From a dataset of the Open Reaction Database (ORD), a public repository of structured organic reaction records. describe an organic reaction: reactants, conditions, products, and yield The reactants are O1C23CCOC[C@H]3CCC[C@@H]21 (trans octahydrooxireno[e]isochromene), FC1=CC=C(N)C=C1 (4-fluoroaniline), C[Al](C)C (trimethylaluminum), [OH-].[Na+] (NaOH). Solvent: O (water), C(Cl)Cl (CH2Cl2), O (water), C(Cl)Cl (CH2Cl2). Conditions: time 30 minute. Yields the product FC1=CC=C(C=C1)N[C@H]1[C@]2(CCOC[C@@H]2CCC1)O ((4aR,5R,8aS)-5-[(4-fluorophenyl)amino]octahydro-4-aH-isochromen-4a-ol). RXN SMILES: [F:1][C:2]1[CH:8]=[CH:7][C:5]([NH2:6])=[CH:4][CH:3]=1.C[Al](C)C.[O:13]1[C@@H:23]2[C:14]31[C@H:19]([CH2:20][CH2:21][CH2:22]2)[CH2:18][O:17][CH2:16][CH2:15]3.[OH-].[Na+]>C(Cl)Cl.O>[F:1][C:2]1[CH:8]=[CH:7][C:5]([NH:6][C@@H:23]2[CH2:22][CH2:21][CH2:20][C@@H:19]3[C@:14]2([OH:13])[CH2:15][CH2:16][O:17][CH2:18]3)=[CH:4][CH:3]=1 |f:3.4|. Reported procedure: To a mixture of 4-fluoroaniline (0.119 g, 1.07 mmol) in CH2Cl2 (1 mL) at 0° C. was added trimethylaluminum (2M in toluene, 0.535 mL) dropwise. The mixture was warmed to rt and stirred for 30 min. A mixture of cis and trans octahydrooxireno[e]isochromene (0.033 g, 0.214 mmol) in CH2Cl2 (1 mL) was then added and the mixture was stirred at rt overnight. The reaction mixture was cooled to 0° C. and treated with 50% NaOH (1 mL) then water (1 mL). It was diluted with more water and extracted 3× with C... Starting materials: NC1=NC(=CC=C1[N+](=O)[O-])C (2-amino-3-nitro-6-methylpyridine), [N+](=O)(O)[O-] (HNO3), ice. Solvent: OS(=O)(=O)O (H2SO4). The product is NC1=NC(=C(C=C1[N+](=O)[O-])[N+](=O)[O-])C (2-amino-3,5-dinitro-6-methylpyridine). As a reaction SMILES: [NH2:1][C:2]1[C:7]([N+:8]([O-:10])=[O:9])=[CH:6][CH:5]=[C:4]([CH3:11])[N:3]=1.[N+:12]([O-])([OH:14])=[O:13]>OS(O)(=O)=O>[NH2:1][C:2]1[C:7]([N+:8]([O-:10])=[O:9])=[CH:6][C:5]([N+:12]([O-:14])=[O:13])=[C:4]([CH3:11])[N:3]=1. Procedure details: To a stirred solution of 2-amino-3-nitro-6-methylpyridine (8.5 g, 55 mmol) in conc. H2SO4 (100 mL) at 0° C. was added HNO3 (2.74 mL, d=1.49, 58.3 mmol) dropwise over 10 min. The mixture was warmed to r.t. for 30 min then heated to 50° C. for 90 min. The reaction mixture was cooled and poured into 200 g of ice. The resulting percipitate was filtered and air dried to give 2-amino-3,5-dinitro-6-methylpyridine as a yellow solid. Starting materials: COC(=O)Cc1ccc(C(C)(C)C)cc1, C1CCOC1, C[Si](C)(C)[N-][Si](C)(C)C, ClCCBr, [Li+]. As a reaction SMILES: [C:1]([CH3:2])([CH3:3])([CH3:4])[c:5]1[cH:6][cH:7][c:8]([CH2:11][C:12](=[O:13])[O:14][CH3:15])[cH:9][cH:10]1.[CH2:30]1[O:31][CH2:32][CH2:33][CH2:34]1.[CH3:16][Si:17]([N-:18][Si:19]([CH3:20])([CH3:21])[CH3:22])([CH3:23])[CH3:24].[Cl:26][CH2:27][CH2:28][Br:29].[Li+:25]>>[C:1]([CH3:2])([CH3:3])([CH3:4])[c:5]1[cH:6][cH:7][c:8]([C:11]2([C:12](=[O:13])[O:14][CH3:15])[CH2:27][CH2:28]2)[cH:9][cH:10]1. The product is COC(=O)C1(c2ccc(C(C)(C)C)cc2)CC1. The reactants are N1(CCCCC1)C1=C(C=CC=C1)C(C)N (1-(2-piperidino-phenyl)-1-ethylamine), COC=1C=C(C=CC1C(=O)OC)CC(=O)O (3-methoxy-4-methoxycarbonyl-phenylacetic acid). Product: COC1=C(C(=O)OC)C=CC(=C1)CC(=O)NC(C)C1=C(C=CC=C1)N1CCCCC1 (Methyl 2-methoxy-4-[N-{1-(2-piperidino-phenyl)-1-ethyl}aminocarbonylmethyl]-benzoate). RXN SMILES: [N:1]1([C:7]2[CH:12]=[CH:11][CH:10]=[CH:9][C:8]=2[CH:13]([NH2:15])[CH3:14])[CH2:6][CH2:5][CH2:4][CH2:3][CH2:2]1.[CH3:16][O:17][C:18]1[CH:19]=[C:20]([CH2:28][C:29](O)=[O:30])[CH:21]=[CH:22][C:23]=1[C:24]([O:26][CH3:27])=[O:25]>>[CH3:16][O:17][C:18]1[CH:19]=[C:20]([CH2:28][C:29]([NH:15][CH:13]([C:8]2[CH:9]=[CH:10][CH:11]=[CH:12][C:7]=2[N:1]2[CH2:6][CH2:5][CH2:4][CH2:3][CH2:2]2)[CH3:14])=[O:30])[CH:21]=[CH:22][C:23]=1[C:24]([O:26][CH3:27])=[O:25]. Procedure: Prepared from 1-(2-piperidino-phenyl)-1-ethylamine and 3-methoxy-4-methoxycarbonyl-phenylacetic acid. Starting materials: N(=O)[O-].[Na+] (sodium nitrite), ice, ice, NC=1C=C(C(=O)O)C=C(C1)C(=O)OC (3-amino-5-(methoxycarbonyl)benzoic acid), [I-].[K+] (potassium iodide). Run in O (water), O (water), Cl (hydrochloric acid), O (water). Reaction conditions: time 35 minute. Yields the product IC=1C=C(C(=O)O)C=C(C1)C(=O)OC (3-iodo-5-(methoxycarbonyl)benzoic acid). Yield: 55.1%. RXN SMILES: N[C:2]1[CH:3]=[C:4]([CH:8]=[C:9]([C:11]([O:13][CH3:14])=[O:12])[CH:10]=1)[C:5]([OH:7])=[O:6].N([O-])=O.[Na+].[I-:19].[K+]>Cl.O>[I:19][C:2]1[CH:3]=[C:4]([CH:8]=[C:9]([C:11]([O:13][CH3:14])=[O:12])[CH:10]=1)[C:5]([OH:7])=[O:6] |f:1.2,3.4|. Reported procedure: To an ice-cold, stirred solution of commercially available 3-amino-5-(methoxycarbonyl)benzoic acid (5.19 g, 26.59 mmol) in 2 N hydrochloric acid (156 mL) was added a solution of sodium nitrite (1.84 g, 26.67 mmol) in water (10.8 mL). This mixture was then added dropwise to an ice-cold, stirred solution of potassium iodide (8.84 g, 53.25 mmol) in water (26.2 mL). After stirring for 35 min, the reaction mixture was diluted with water and extracted with ethyl acetate. The organic layer was washed w... The reactants are CC(=O)Nc1ccc(C=O)cc1, CCCCC(CC)COC(=O)CC#N, CC(C)O. Product: CCCCC(CC)COC(=O)C(C#N)=Cc1ccc(NC(C)=O)cc1. As a reaction SMILES: [C:15]([CH3:16])(=[O:17])[NH:18][c:19]1[cH:20][cH:21][c:22]([CH:23]=[O:24])[cH:25][cH:26]1.[C:1](#[N:2])[CH2:3][C:4](=[O:5])[O:6][CH2:7][CH:8]([CH2:9][CH2:10][CH2:11][CH3:12])[CH2:13][CH3:14].[CH:27]([OH:28])([CH3:29])[CH3:30]>>[C:1](#[N:2])[C:3]([C:4](=[O:5])[O:6][CH2:7][CH:8]([CH2:9][CH2:10][CH2:11][CH3:12])[CH2:13][CH3:14])=[CH:23][c:22]1[cH:21][cH:20][c:19]([NH:18][C:15]([CH3:16])=[O:17])[cH:26][cH:25]1. The reactants are O[C@@H]1C(NCC1)=O (3(S)-hydroxy-pyrrolidin-2-one), C([O-])([O-])=O.[Cs+].[Cs+] (caesium carbonate), 9,9-dimethyl-4,5-bis(diphenylphosphine)xanthane, BrC1=CC=CC=C1 (bromobenzene), O1CCOCC1 (dioxane). The solvent is ClCCl (dichloromethane). Yields the product O[C@@H]1C(N(CC1)C1=CC=CC=C1)=O (3(S)-Hydroxy-1-phenylpyrrolidin-2-one), SiO2. As a reaction SMILES: [OH:1][C@H:2]1[CH2:6][CH2:5][NH:4][C:3]1=[O:7].C(=O)([O-])[O-].[Cs+].[Cs+].Br[C:15]1[CH:20]=[CH:19][CH:18]=[CH:17][CH:16]=1.O1CCOCC1>ClCCl>[OH:1][C@H:2]1[CH2:6][CH2:5][N:4]([C:15]2[CH:20]=[CH:19][CH:18]=[CH:17][CH:16]=2)[C:3]1=[O:7] |f:1.2.3|. Procedure: A Schlenk flask is initially charged with 0.123 g of 3(S)-hydroxy-pyrrolidin-2-one, 0.453 g of caesium carbonate, 0.032 g of dipalladiumtris(dibenzylidenacetone)-chloroform complex and 0.052 g of 9,9-dimethyl-4,5-bis(diphenylphosphine)xanthane under argon. 0.110 ml of bromobenzene and 2 ml dioxane are added and the reaction mixture is heated to reflux over 14 hours. The reaction mixture is subsequently cooled to room temperature, diluted with dichloromethane and filtered through Hyflo, and the f... Reactants: BrC1=C(OC(=CC1=O)C1=CC=CC=C1)C(=O)OC (Methyl 3-bromo-4-oxo-6-phenyl-4H-pyran-2-carboxylate), [I-].[Na+] (sodium iodide), N1=CC=CC=C1 (pyridine). Run in O (water), C(C)C(=O)C (methyl ethyl ketone). Product: BrC1=C(OC(=CC1=O)C1=CC=CC=C1)C(=O)O (3-Bromo-4-oxo-6-phenyl-4H-pyran-2-carboxylic acid). RXN SMILES: [Br:1][C:2]1[C:7](=[O:8])[CH:6]=[C:5]([C:9]2[CH:14]=[CH:13][CH:12]=[CH:11][CH:10]=2)[O:4][C:3]=1[C:15]([O:17]C)=[O:16].[I-].[Na+].N1C=CC=CC=1>C(C(C)=O)C.O>[Br:1][C:2]1[C:7](=[O:8])[CH:6]=[C:5]([C:9]2[CH:14]=[CH:13][CH:12]=[CH:11][CH:10]=2)[O:4][C:3]=1[C:15]([OH:17])=[O:16] |f:1.2|. Reported procedure: Methyl 3-bromo-4-oxo-6-phenyl-4H-pyran-2-carboxylate (587 g) was added to a stirred solution of dry sodium iodide (315 g) in dry methyl ethyl ketone (8 l). The solution was heated under reflux for 5 minutes, then pyridine (152 ml) was added and heating was continued for 31/2 hours. The mixture was cooled, the solid product was dissolved in water (2 l) and the solution was washed with dichloromethane and filtered. The filtrate was diluted to 10 l and acidified with 5M hydrochloric acid (760 ml) t... The product is CC1CN(c2c(C=O)cc(-c3cnc(Br)cn3)c(F)c2F)CC(C)O1. Starting materials: Brc1cnc(I)cn1, CC#N, CC1CN(c2c(C=O)cc(B3OC(C)(C)C(C)(C)O3)c(F)c2F)CC(C)O1, CCOC(C)=O, Cl[Pd]Cl, [Na+], [Na+], O=C([O-])[O-], O, O, c1ccc(P(c2ccccc2)c2ccccc2)cc1, c1ccc(P(c2ccccc2)c2ccccc2)cc1. RXN SMILES: [Br:38][c:39]1[n:40][cH:41][c:42]([I:45])[n:43][cH:44]1.[C:35](#[N:36])[CH3:37].[CH3:1][CH:2]1[O:3][CH:4]([CH3:27])[CH2:5][N:6]([c:8]2[c:9]([CH:10]=[O:11])[cH:12][c:13]([B:18]3[O:19][C:20]([CH3:21])([CH3:22])[C:23]([CH3:24])([CH3:25])[O:26]3)[c:14]([F:17])[c:15]2[F:16])[CH2:7]1.[CH3:46][CH2:47][O:48][C:49]([CH3:50])=[O:51].[Cl:53][Pd:54][Cl:55].[Na+:28].[Na+:29].[O-:30][C:31](=[O:32])[O-:33].[OH2:34].[OH2:52].[c:56]1([P:57]([c:58]2[cH:59][cH:60][cH:61][cH:62][cH:63]2)[c:64]2[cH:65][cH:66][cH:67][cH:68][cH:69]2)[cH:70][cH:71][cH:72][cH:73][cH:74]1.[c:75]1([P:76]([c:77]2[cH:78][cH:79][cH:80][cH:81][cH:82]2)[c:83]2[cH:84][cH:85][cH:86][cH:87][cH:88]2)[cH:89][cH:90][cH:91][cH:92][cH:93]1>>[CH3:1][CH:2]1[O:3][CH:4]([CH3:27])[CH2:5][N:6]([c:8]2[c:9]([CH:10]=[O:11])[cH:12][c:13](-[c:42]3[cH:41][n:40][c:39]([Br:38])[cH:44][n:43]3)[c:14]([F:17])[c:15]2[F:16])[CH2:7]1.